This data is from the Open Reaction Database (ORD), a public repository of structured organic reaction records. The task is: describe an organic reaction: reactants, conditions, products, and yield The reactants are NCCNCC1COC2=C(O1)C=CC=C2 (2-[N-(2-aminoethyl)]aminomethyl-2,3-dihydrobenzodioxin), C(C)(C)N(CC)C(C)C (diisopropylethylamine), C(C(=O)Cl)(=O)Cl (oxalyl chloride), (+)-Ketopinic acid, CC1(C2CCC1(C(=O)C2)CS(=O)(=O)Cl)C ((+)-10-camphorsulfonyl chloride), acid chloride. Run in ClCCl (dichloromethane), C(Cl)Cl (methylene chloride). Conditions: time 2 hour. Product: O1C(COC2=C1C=CC=C2)CNCCNC(=O)C21C(CC(CC2)C1(C)C)=O ((+)-N-[2-[[(2,3-Dihydro-1,4-benzodioxin-2-yl)methyl]amino]ethyl]-7,7-dimethyl-2-oxobicyclo[2,2,1]heptane-1-carboxamide). Reaction SMILES: [CH3:1][C:2]1([CH3:15])[C:6]2([CH2:10]S(Cl)(=O)=O)[C:7]([CH2:9][CH:3]1[CH2:4][CH2:5]2)=[O:8].C(Cl)(=O)C(Cl)=[O:18].[NH2:22][CH2:23][CH2:24][NH:25][CH2:26][CH:27]1[O:32][C:31]2[CH:33]=[CH:34][CH:35]=[CH:36][C:30]=2[O:29][CH2:28]1.C(N(C(C)C)CC)(C)C>C(Cl)Cl>[O:32]1[C:31]2[CH:33]=[CH:34][CH:35]=[CH:36][C:30]=2[O:29][CH2:28][CH:27]1[CH2:26][NH:25][CH2:24][CH2:23][NH:22][C:10]([C:6]12[C:2]([CH3:15])([CH3:1])[CH:3]([CH2:4][CH2:5]1)[CH2:9][C:7]2=[O:8])=[O:18]. Reported procedure: (+)-Ketopinic acid (900 mg, 5.0 mmole), prepared from (+)-10-camphorsulfonyl chloride by the procedure of Bartlett and Knox, Org. Syn., 45, p. 55, was converted to the acid chloride by treatment of a solution of the compound in 50 ml of methylene chloride with 1.0 ml (11.5 mmole) of oxalyl chloride. After stirring for 2 hours at room temperature, the mixture was concentrated in vacuum. It was then redissolved in 50 ml of methylenechloride and added at 0° C. to a solution of 1.04 g (10 mmole) of ... Starting materials: C(C)(CC)[Li] (sec-butyllithium), C(C(C)C)(=O)OC1=C(C=CC=C1)Br (2-bromophenyl isobutyrate), C(O)(O)=O.[Na] (sodium dihydrogen carbonate), C(C)(=O)OCC (ethyl acetate). The solvent is C1CCCCC1 (cyclohexane), O1CCCC1 (tetrahydrofuran). Conditions: temperature -75 celsius, time 2 hour. Yields the product OC1=C(C=CC=C1)C(C(C)C)=O (1-(2-Hydroxyphenyl)-2-methylpropan-1-one). RXN SMILES: [CH:1]([Li])([CH2:3][CH3:4])C.C([O:11][C:12]1[CH:17]=[CH:16][CH:15]=[CH:14][C:13]=1Br)(=O)C(C)C.[C:19](OCC)(=[O:21])C.C(=O)(O)O.[Na]>C1CCCCC1.O1CCCC1>[OH:11][C:12]1[CH:17]=[CH:16][CH:15]=[CH:14][C:13]=1[C:19](=[O:21])[CH:3]([CH3:1])[CH3:4] |f:3.4,^1:28|. Procedure: 100 ml of sec-butyllithium at 1.4 M in cyclohexane were added dropwise to a solution of 31.59 g (130 mmol) of 2-bromophenyl isobutyrate in 300 ml of tetrahydrofuran at −85° C. under nitrogen. The reaction medium was maintained for 30 minutes at approximately −75° C. and was then left to gently return to ambient temperature. After 2 hours, a little ethyl acetate was added, followed by approximately 400 ml of a 1 M aqueous sodium dihydrogen carbonate solution. The organic phase was recovered, wash...